This data is from the Open Reaction Database (ORD), a public repository of structured organic reaction records. The task is: describe an organic reaction: reactants, conditions, products, and yield Reactants: Cc1nc(Cl)sc1S(=O)(=O)NC(C)(C)C, CCCC[Sn](CCCC)(CCCC)c1cn(-c2cc(-c3ccc(C(F)(F)F)cc3)cc(C(F)(F)F)n2)cn1, CCCCCCC, Cc1ccccc1, c1ccc(P(c2ccccc2)(c2ccccc2)[Pd](P(c2ccccc2)(c2ccccc2)c2ccccc2)(P(c2ccccc2)(c2ccccc2)c2ccccc2)P(c2ccccc2)(c2ccccc2)c2ccccc2)cc1. Product: Cc1nc(-c2cn(-c3cc(-c4ccc(C(F)(F)F)cc4)cc(C(F)(F)F)n3)cn2)sc1S(=O)(=O)NC(C)(C)C. Reaction SMILES: [C:39]([CH3:40])([CH3:41])([CH3:42])[NH:43][S:44](=[O:45])(=[O:46])[c:47]1[c:48]([CH3:53])[n:49][c:50]([Cl:52])[s:51]1.[CH2:1]([Sn:2]([CH2:3][CH2:4][CH2:5][CH3:31])([c:6]1[n:7][cH:8][n:9](-[c:11]2[n:12][c:13]([C:27]([F:28])([F:29])[F:30])[cH:14][c:15](-[c:17]3[cH:18][cH:19][c:20]([C:23]([F:24])([F:25])[F:26])[cH:21][cH:22]3)[cH:16]2)[cH:10]1)[CH2:32][CH2:33][CH2:34][CH3:35])[CH2:36][CH2:37][CH3:38].[CH3:54][CH2:55][CH2:56][CH2:57][CH2:58][CH2:59][CH3:60].[CH3:61][c:62]1[cH:63][cH:64][cH:65][cH:66][cH:67]1.[cH:68]1[cH:69][cH:70][c:71]([P:72]([Pd:73]([P:74]([c:75]2[cH:76][cH:77][cH:78][cH:79][cH:80]2)([c:81]2[cH:82][cH:83][cH:84][cH:85][cH:86]2)[c:87]2[cH:88][cH:89][cH:90][cH:91][cH:92]2)([P:93]([c:94]2[cH:95][cH:96][cH:97][cH:98][cH:99]2)([c:100]2[cH:101][cH:102][cH:103][cH:104][cH:105]2)[c:106]2[cH:107][cH:108][cH:109][cH:110][cH:111]2)[P:112]([c:113]2[cH:114][cH:115][cH:116][cH:117][cH:118]2)([c:119]2[cH:120][cH:121][cH:122][cH:123][cH:124]2)[c:125]2[cH:126][cH:127][cH:128][cH:129][cH:130]2)([c:131]2[cH:132][cH:133][cH:134][cH:135][cH:136]2)[c:137]2[cH:138][cH:139][cH:140][cH:141][cH:142]2)[cH:143][cH:144]1>>[c:6]1(-[c:50]2[n:49][c:48]([CH3:53])[c:47]([S:44]([NH:43][C:39]([CH3:40])([CH3:41])[CH3:42])(=[O:45])=[O:46])[s:51]2)[n:7][cH:8][n:9](-[c:11]2[n:12][c:13]([C:27]([F:28])([F:29])[F:30])[cH:14][c:15](-[c:17]3[cH:18][cH:19][c:20]([C:23]([F:24])([F:25])[F:26])[cH:21][cH:22]3)[cH:16]2)[cH:10]1. Starting materials: C(C(=O)O)(=O)O.ClC1=C(C2CCC(C1)N2C)C=NOC (3-Chloro-2-(methoxyiminomethyl)-8-methyl-8-azabicyclo[3.2.1]oct-2-ene oxalate), C(C(=O)O)(=O)O.ClC1=C(C2CCC(C1)N2C)C=O (3-chloro-2-formyl-8-methyl-8-azabicyclo[3.2.1]oct-2-ene oxalate), Cl.CON (methoxyamine hydrochloride). The product is C(C(=O)O)(=O)O.ClC1=C(C2CCC(C1)N2C)C=NOCC2CC2 (3-Chloro-2-(cyclopropylmethoxyiminomethyl)-8-methyl-8-azabicyclo[3.2.1]oct-2-ene oxalate). Reaction SMILES: [C:1]([OH:6])(=[O:5])[C:2]([OH:4])=[O:3].[Cl:7][C:8]1[CH2:14][CH:13]2[N:15]([CH3:16])[CH:10]([CH2:11][CH2:12]2)[C:9]=1[CH:17]=[N:18][O:19][CH3:20].C(O)(=O)C(O)=O.Cl[C:28]1CC2N(C)C(CC2)[C:29]=1[CH:37]=O.Cl.CON>>[C:1]([OH:6])(=[O:5])[C:2]([OH:4])=[O:3].[Cl:7][C:8]1[CH2:14][CH:13]2[N:15]([CH3:16])[CH:10]([CH2:11][CH2:12]2)[C:9]=1[CH:17]=[N:18][O:19][CH2:20][CH:37]1[CH2:29][CH2:28]1 |f:0.1,2.3,4.5,6.7|. Reported procedure: 3-Chloro-2-(methoxyiminomethyl)-8-methyl-8-azabicyclo[3.2.1]oct-2-ene oxalate from 3-chloro-2-formyl-8-methyl-8-azabicyclo[3.2.1]oct-2-ene oxalate and methoxyamine hydrochloride, M.p. 180°-185° C. Starting materials: C(C)(C)(C)OC(NCC1NC(N(C1=O)C1=C(C(=C(C=C1)C#N)Cl)C)=O)=O ([1-(3-Chloro-4-cyano-2-methylphenyl)-2,5-dioxoimidazolidin-4-ylmethyl]carbamic Acid tert-butyl Ester), C[Si](C)(C)[N-][Si](C)(C)C.[K+] (KHMDS), IC (iodomethane). The solvent is O (water), CN(C)C=O (DMF). Run at time 2 hour. Product: C(C)(C)(C)OC(NCC1N(C(N(C1=O)C1=C(C(=C(C=C1)C#N)Cl)C)=O)C)=O ([1-(3-Chloro-4-cyano-2-methylphenyl)-3-methyl-2,5-dioxoimidazolidin-4-ylmethyl]carbamic Acid tert-butyl Ester). Yield: 58.6%. RXN SMILES: [C:1]([O:5][C:6](=[O:26])[NH:7][CH2:8][CH:9]1[C:13](=[O:14])[N:12]([C:15]2[CH:20]=[CH:19][C:18]([C:21]#[N:22])=[C:17]([Cl:23])[C:16]=2[CH3:24])[C:11](=[O:25])[NH:10]1)([CH3:4])([CH3:3])[CH3:2].[CH3:27][Si]([N-][Si](C)(C)C)(C)C.[K+].IC>CN(C=O)C.O>[C:1]([O:5][C:6](=[O:26])[NH:7][CH2:8][CH:9]1[C:13](=[O:14])[N:12]([C:15]2[CH:20]=[CH:19][C:18]([C:21]#[N:22])=[C:17]([Cl:23])[C:16]=2[CH3:24])[C:11](=[O:25])[N:10]1[CH3:27])([CH3:4])([CH3:2])[CH3:3] |f:1.2|. Reported procedure: To a solution of the hydantoin 13A (1.00 g, 2.64 mmol) in DMF (10 mL) was added KHMDS (530 mg, 2.64 mmol) followed by iodomethane (0.16 mL, 2.64 mmol) and the resulting solution was stirred at rt for 2 h. The solution was then diluted with water and extracted with EtOAc. The organic layer was washed with water and brine, dried (MgSO4), filtered and concentrated under reduced pressure. The residue was purified by flash chromatography (silica gel, CH2Cl2/CH3OH, 100:0 to 80:20 gradient) to afford t...